From a dataset of the Open Reaction Database (ORD), a public repository of structured organic reaction records. describe an organic reaction: reactants, conditions, products, and yield Reactants: Br, COC(=O)c1ccc(OC)nc1Nc1ccc(Br)cc1F, CC(=O)O, CCOC(C)=O. Yields the product COC(=O)c1ccc(=O)[nH]c1Nc1ccc(Br)cc1F. Reaction SMILES: [BrH:26].[CH3:1][O:2][C:3]([c:4]1[c:5]([NH:12][c:13]2[c:14]([F:20])[cH:15][c:16]([Br:19])[cH:17][cH:18]2)[n:6][c:7]([O:10][CH3:11])[cH:8][cH:9]1)=[O:21].[CH3:22][C:23](=[O:24])[OH:25].[CH3:27][CH2:28][O:29][C:30]([CH3:31])=[O:32]>>[CH3:1][O:2][C:3]([c:4]1[c:5]([NH:12][c:13]2[c:14]([F:20])[cH:15][c:16]([Br:19])[cH:17][cH:18]2)[nH:6][c:7](=[O:10])[cH:8][cH:9]1)=[O:21]. Starting materials: CCOC(Cc1ccc(OCc2nc(-c3ccccc3)oc2C)cc1CC)C(=O)OC, [Li+], [OH-]. Yields the product CCOC(Cc1ccc(OCc2nc(-c3ccccc3)oc2C)cc1CC)C(=O)O. Reaction SMILES: [CH3:1][O:2][C:3]([CH:4]([CH2:5][c:6]1[c:7]([CH2:26][CH3:27])[cH:8][c:9]([O:12][CH2:13][c:14]2[n:15][c:16](-[c:20]3[cH:21][cH:22][cH:23][cH:24][cH:25]3)[o:17][c:18]2[CH3:19])[cH:10][cH:11]1)[O:28][CH2:29][CH3:30])=[O:31].[Li+:33].[OH-:32]>>[O:2]=[C:3]([CH:4]([CH2:5][c:6]1[c:7]([CH2:26][CH3:27])[cH:8][c:9]([O:12][CH2:13][c:14]2[n:15][c:16](-[c:20]3[cH:21][cH:22][cH:23][cH:24][cH:25]3)[o:17][c:18]2[CH3:19])[cH:10][cH:11]1)[O:28][CH2:29][CH3:30])[OH:31]. Yields the product CC(C)(C(=O)NCC(F)(F)C(F)(F)F)C(=O)NC1C(=O)N(CC(O)C(F)(F)F)c2ccccc2-c2ccccc21. The reactants are CC(C)(C(=O)O)C(=O)NCC(F)(F)C(F)(F)F, NC1C(=O)N(CC(O)C(F)(F)F)c2ccccc2-c2ccccc21. RXN SMILES: [CH3:25][C:26]([C:27](=[O:28])[OH:29])([C:30](=[O:31])[NH:32][CH2:33][C:34]([C:35]([F:36])([F:37])[F:38])([F:39])[F:40])[CH3:41].[NH2:1][CH:2]1[c:3]2[c:4]([cH:21][cH:22][cH:23][cH:24]2)-[c:5]2[c:6]([cH:17][cH:18][cH:19][cH:20]2)[N:7]([CH2:10][CH:11]([C:12]([F:13])([F:14])[F:15])[OH:16])[C:8]1=[O:9]>>[NH:1]([CH:2]1[c:3]2[c:4]([cH:21][cH:22][cH:23][cH:24]2)-[c:5]2[c:6]([cH:17][cH:18][cH:19][cH:20]2)[N:7]([CH2:10][CH:11]([C:12]([F:13])([F:14])[F:15])[OH:16])[C:8]1=[O:9])[C:27]([C:26]([CH3:25])([C:30](=[O:31])[NH:32][CH2:33][C:34]([C:35]([F:36])([F:37])[F:38])([F:39])[F:40])[CH3:41])=[O:28]. Reactants: C(=CC1=CC=CC=C1)C=1N(C=CC1)CC(=O)OC (methyl (2-styrylpyrrol-1-yl)acetate), C(=O)OC (methyl formate), C([O-])(O)=O.[Na+] (sodium bicarbonate), [H-].[Na+] (Sodium hydride). Solvent: CN(C)C=O (DMF), petrol, CN(C)C=O (DMF). The product is OC=C(C(=O)OC)N1C(=CC=C1)\C=C\C1=CC=CC=C1 (methyl 3-hydroxy-2-[(E)-2-styrylpyrrol-1-yl]acrylate). RXN SMILES: [H-].[Na+].[CH:3]([C:11]1[N:12]([CH2:16][C:17]([O:19][CH3:20])=[O:18])[CH:13]=[CH:14][CH:15]=1)=[CH:4][C:5]1[CH:10]=[CH:9][CH:8]=[CH:7][CH:6]=1.[CH:21](OC)=[O:22].C(=O)(O)[O-].[Na+]>CN(C=O)C>[OH:22][CH:21]=[C:16]([N:12]1[CH:13]=[CH:14][CH:15]=[C:11]1/[CH:3]=[CH:4]/[C:5]1[CH:6]=[CH:7][CH:8]=[CH:9][CH:10]=1)[C:17]([O:19][CH3:20])=[O:18] |f:0.1,4.5|. Procedure details: Sodium hydride (0.63 g, 0.013 mol) was washed with petrol 60°-80° and suspended in DMF (30 ml) under nitrogen. To this methyl (2-styrylpyrrol-1-yl)acetate (1.6 g, 0.0066 mol) and methyl formate (8.2 ml, 0.13 mol) in DMF (10 ml) was added dropwise at room temperature. After 4 hours it was poured into 200 ml of saturated sodium bicarbonate, extracted with diethyl ether (2×100 ml), then the aqueous layer was neutralised with concentrated hydrochloric acid and extracted again with diethyl ether (2×1... As a reaction SMILES: Cl.C([O:9][C:10]1[C:15](=[O:16])[CH:14]=[CH:13][N:12]([CH2:17][CH2:18]O)[C:11]=1[CH:20]([OH:28])[C:21]1[CH:26]=[CH:25][C:24]([Cl:27])=[CH:23][CH:22]=1)C1C=CC=CC=1.[OH-].[Na+]>C(OCC)(=O)C>[Cl:27][C:24]1[CH:23]=[CH:22][C:21]([CH:20]2[C:11]3=[C:10]([OH:9])[C:15](=[O:16])[CH:14]=[CH:13][N:12]3[CH2:17][CH2:18][O:28]2)=[CH:26][CH:25]=1 |f:2.3|. Procedure: 2.5 ml of 37% conc. hydrochloric acid are added to 0.245 g of 3-benzyloxy-1-(2-hydroxy-ethyl)-2-[hydroxy-(4-chloro-phenyl)-methyl]-1H-pyridin-4-one (Example 34e) and the solution is heated with stirring at 110° C. for 45 minutes. After cooling, 5 g of ice are added. The reaction mixture is neutralised with sodium hydroxide solution to a pH of 6.5, then 5 ml of ethyl acetate are added and stirring is carried out for 4 hours in an ice-bath. The reaction mixture is filtered and washed with water an... Conditions: temperature 110 celsius, time 45 minute. The solvent is C(C)(=O)OCC (ethyl acetate). Yields the product ClC1=CC=C(C=C1)C1OCCN2C1=C(C(C=C2)=O)O (1-(4-chloro-phenyl)-9-hydroxy-3,4-dihydro-1H-pyrido[2,1-c][1,4]oxazin-8-one). Starting materials: [OH-].[Na+] (sodium hydroxide), Cl (hydrochloric acid), C(C1=CC=CC=C1)OC1=C(N(C=CC1=O)CCO)C(C1=CC=C(C=C1)Cl)O (3-benzyloxy-1-(2-hydroxy-ethyl)-2-[hydroxy-(4-chloro-phenyl)-methyl]-1H-pyridin-4-one), ice. Starting materials: CNC (dimethylamine), C1CCOC1 (THF), BrC=1C=NNC1 (4-bromopyrazole), C([O-])([O-])=O.[Cs+].[Cs+] (cesium carbonate), BrCCCl (1-bromo-2-chloroethane). The solvent is CN(C=O)C (N,N-Dimethylformamide). Reaction conditions: temperature 60 celsius, time 2 hour. Product: BrC=1C=NN(C1)CCN(C)C ([2-(4-bromo-1H-pyrazol-1-yl)ethyl]dimethylamine). RXN SMILES: [Br:1][C:2]1[CH:3]=[N:4][NH:5][CH:6]=1.C(=O)([O-])[O-].[Cs+].[Cs+].Br[CH2:14][CH2:15]Cl.[CH3:17][NH:18][CH3:19].C1COCC1>CN(C)C=O>[Br:1][C:2]1[CH:3]=[N:4][N:5]([CH2:14][CH2:15][N:18]([CH3:19])[CH3:17])[CH:6]=1 |f:1.2.3|. Procedure: 4-bromopyrazole (100 mg, 0.680 mmol, available from Aldrich), cesium carbonate (333 mg, 1.021 mmol) and 1-bromo-2-chloroethane (0.085 mL, 1.021 mmol, available from Aldrich) were suspended in N,N-Dimethylformamide (DMF) (2 mL) and heated to 60° C. under microwave conditions in a Biotage Initiator for 1 hour. 2M dimethylamine in THF (1.701 mL, 3.40 mmol) added and the mixture allowed to stand over the weekend. The mixture was heated to 60° C. under microwave conditions in a Biotage Initiator for ...